This data is from the Open Reaction Database (ORD), a public repository of structured organic reaction records. The task is: describe an organic reaction: reactants, conditions, products, and yield The reactants are C1OCC12CN(C2)C=2C=C(C=CC2)NC=2C1=C(N=C(N2)C=2C=C(C(=O)OC)C=CC2)SC=N1 (methyl 3-(7-(3-(2-oxa-6-azaspiro[3.3]heptan-6-yl)phenylamino)thiazolo[5,4-d]pyrimidin-5-yl)benzoate), [OH-].[Na+] (NaOH). The solvent is C1CCOC1 (THF), CO (methanol). Run at time 15 hour. The product is C1OCC12CN(C2)C=2C=C(C=CC2)NC=2C1=C(N=C(N2)C=2C=C(C(=O)O)C=CC2)SC=N1 (3-(7-(3-(2-oxa-6-azaspiro[3.3]heptan-6-yl)phenylamino)thiazolo[5,4-d]pyrimidin-5-yl)benzoic acid). The yield is 15.0%. Reaction SMILES: [CH2:1]1[C:4]2([CH2:7][N:6]([C:8]3[CH:9]=[C:10]([NH:14][C:15]4[C:16]5[N:33]=[CH:32][S:31][C:17]=5[N:18]=[C:19]([C:21]5[CH:22]=[C:23]([CH:28]=[CH:29][CH:30]=5)[C:24]([O:26]C)=[O:25])[N:20]=4)[CH:11]=[CH:12][CH:13]=3)[CH2:5]2)[CH2:3][O:2]1.[OH-].[Na+]>C1COCC1.CO>[CH2:3]1[C:4]2([CH2:7][N:6]([C:8]3[CH:9]=[C:10]([NH:14][C:15]4[C:16]5[N:33]=[CH:32][S:31][C:17]=5[N:18]=[C:19]([C:21]5[CH:22]=[C:23]([CH:28]=[CH:29][CH:30]=5)[C:24]([OH:26])=[O:25])[N:20]=4)[CH:11]=[CH:12][CH:13]=3)[CH2:5]2)[CH2:1][O:2]1 |f:1.2|. Procedure: To a stirred solution of methyl 3-(7-(3-(2-oxa-6-azaspiro[3.3]heptan-6-yl)phenylamino)thiazolo[5,4-d]pyrimidin-5-yl)benzoate (70 mg, 0.15 mmol) in 5 mL of THF and 5 mL of methanol was added a solution of 1N NaOH (2 mL) at room temperature. After the addition, the reaction was stirred at this temperature for 15 hours. The solvent was evaporated and the residue was diluted with water and adjusted to pH=2 by HCl (aq.). The precipitate was filtered, the cake was purified by preparative HPLC (Gemini ... The reactants are [H][H] (hydrogen), 25, Cl.C1(=CC=CC=C1)CN1CC(CCC1)=O (1(phenylmethyl)-3-piperidinone hydrochloride), Br.Br.FC1=CC=C(C=C1)CN1C(=NC2=C1C=CC=C2)NC2CCNCC2 (1-[(4-fluorophenyl)methyl]-N-(4-piperidinyl)-1H-benzimidazol-2-amine dihydrobromide), S1C=CC=C1 (thiophene), C(C)(=O)[O-].[K+] (potassium acetate). Reagents/catalysts: [Pd] (palladium-on-charcoal). Run in C(C)O (ethanol), COCCO (2-methoxyethanol). The product is N1C(=NC2=C1C=CC=C2)N (1H-benzimidazol-2-amine). Reaction SMILES: Cl.C1(CN2CCCC(=O)C2)C=CC=CC=1.Br.Br.FC1C=CC(C[N:26]2[C:30]3[CH:31]=[CH:32][CH:33]=[CH:34][C:29]=3[N:28]=[C:27]2[NH:35]C2CCNCC2)=CC=1.S1C=CC=C1.C([O-])(=O)C.[K+].[H][H]>C(O)C.[Pd].COCCO>[NH:26]1[C:30]2[CH:31]=[CH:32][CH:33]=[CH:34][C:29]=2[N:28]=[C:27]1[NH2:35] |f:0.1,2.3.4,6.7|. Procedure: A mixture of 25 parts of 1(phenylmethyl)-3-piperidinone hydrochloride, 55 parts of 1-[(4-fluorophenyl)methyl]-N-(4-piperidinyl)-1H-benzimidazol-2-amine dihydrobromide, 1 part of a solution of thiophene in ethanol 4%, 50 parts of potassium acetate and 500 parts of 2-methoxyethanol was hydrogenated at normal pressure and at 50° C. with 5 parts of palladium-on-charcoal catalyst 10%. After the calculated amount of hydrogen was taken up, the catalyst was filtered off and the filrate was evaporated. T... Reactants: CC(C)(C)S(=O)Cl (2-methylpropane-2-sulfinic chloride), FC(C1=C(C=C(CN)C=C1)NC1=NC2=C(N1C)C=C(C(=C2)Cl)N2CCC(CC2)C(F)(F)F)(F)F (4-trifluoromethyl-3-[5-chloro-1-methyl-6-(4-trifluoromethyl-piperidin-1-yl)-1H-benzimidazol-2-ylamino]-benzylamine), TEA. Solvent: C(Cl)Cl (DCM). The product is FC(C1=C(C=C(CNS(=O)C(C)(C)C)C=C1)NC1=NC2=C(N1C)C=C(C(=C2)Cl)N2CCC(CC2)C(F)(F)F)(F)F (N-(4-Trifluoromethyl-3-(5-chloro-1-methyl-6-(4-trifluoromethyl-piperidin-1-yl)-1H-benzo[d]imidazol-2-ylamino)benzyl)-2-methylpropane-2-sulfinamide). As a reaction SMILES: [CH3:1][C:2]([S:5](Cl)=[O:6])([CH3:4])[CH3:3].[F:8][C:9]([F:41])([F:40])[C:10]1[CH:17]=[CH:16][C:13]([CH2:14][NH2:15])=[CH:12][C:11]=1[NH:18][C:19]1[N:23]([CH3:24])[C:22]2[CH:25]=[C:26]([N:30]3[CH2:35][CH2:34][CH:33]([C:36]([F:39])([F:38])[F:37])[CH2:32][CH2:31]3)[C:27]([Cl:29])=[CH:28][C:21]=2[N:20]=1>C(Cl)Cl>[F:40][C:9]([F:8])([F:41])[C:10]1[CH:17]=[CH:16][C:13]([CH2:14][NH:15][S:5]([C:2]([CH3:4])([CH3:3])[CH3:1])=[O:6])=[CH:12][C:11]=1[NH:18][C:19]1[N:23]([CH3:24])[C:22]2[CH:25]=[C:26]([N:30]3[CH2:35][CH2:34][CH:33]([C:36]([F:38])([F:39])[F:37])[CH2:32][CH2:31]3)[C:27]([Cl:29])=[CH:28][C:21]=2[N:20]=1. Procedure: The title compound was prepared in analogy to the procedure in Example 99, step (a) using 2-methylpropane-2-sulfinic chloride (117 mg, 0.83 mmol), 4-trifluoromethyl-3-[5-chloro-1-methyl-6-(4-trifluoromethyl-piperidin-1-yl)-1H-benzimidazol-2-ylamino]-benzylamine (400 mg, 0.79 mmol), TEA (160 mg, 1.58 mmol) and DCM (5 mL). Solvent: C(C)(=O)OCC (ethyl acetate), O (water), C(C)(=O)O (Acetic acid), O1CCCC1 (tetrahydrofuran), O1CCCC1 (tetrahydrofuran), C(C)(=O)O (Acetic acid), O1CCCC1 (tetrahydrofuran), CO (methanol). Isolated yield 86.8%. As a reaction SMILES: C(OC([NH:8][C@:9]([CH3:28])([CH:19]=[CH:20][C:21]1[N:22]([CH2:26][CH3:27])[CH:23]=[CH:24][CH:25]=1)[CH2:10][O:11][C:12](=[O:18])CCCCC)=O)(C)(C)C.[OH-].[Na+].CC(C)([O-])C.[K+]>O1CCCC1.CO.C(O)(=O)C.C(OCC)(=O)C.O>[CH3:28][C@@:9]1([CH:19]=[CH:20][C:21]2[N:22]([CH2:26][CH3:27])[CH:23]=[CH:24][CH:25]=2)[CH2:10][O:11][C:12](=[O:18])[NH:8]1 |f:1.2,3.4|. Procedure details: (2R)-2-t-Butoxycarbonylamino-2-methyl-4-(1-ethylpyrrol-2-yl)-1-n-hexanoyloxy-3-butene (11.7 g, 29.8 mmol) obtained in Reference example 3 (3b) was dissolved in a mixture of tetrahydrofuran (40 mL) and methanol (40 mL) and a 2N aqueous sodium hydroxide solution (40 mL) was added thereto, followed by stirring of the mixture at room temperature for 1 hour and 30 minutes. Acetic acid (1.5 mL) was added to the reaction mixture to stop the reaction and water and ethyl acetate were added thereto to sep... Conditions: time 30 minute. Yields the product C[C@@]1(NC(OC1)=O)C=CC=1N(C=CC1)CC ((4R)-4-Methyl-4-[2-(1-ethylpyrrol-2-yl)ethenyl]-1,3-oxazolidin-2-one). Reactants: C(C)(C)(C)OC(=O)N[C@@](COC(CCCCC)=O)(C=CC=1N(C=CC1)CC)C ((2R)-2-t-Butoxycarbonylamino-2-methyl-4-(1-ethylpyrrol-2-yl)-1-n-hexanoyloxy-3-butene), CC(C)([O-])C.[K+] (potassium t-butoxide), crude product, example 3 ( 3b ), [OH-].[Na+] (sodium hydroxide).